Dataset: the Open Reaction Database (ORD), a public repository of structured organic reaction records. Task: describe an organic reaction: reactants, conditions, products, and yield Procedure details: By following the same procedure as Example 20 (2nd step) except that 18.9 g of N,N-dimethylpiperidinium methyl carbonate, 18.9 g of water, and 9.8 g of maleic anhydride were used, 22.9 g (yield of 100%) of N,N-dimethylpiperidinium maleate was obtained. The content of monomethyl maleate was less than 0.1% and the content of impurity ions were all less than 1 ppm. Yield: 133.9%. Reactants: COC([O-])=O.C[N+]1(CCCCC1)C (N,N-dimethylpiperidinium methyl carbonate), C1(\C=C/C(=O)O1)=O (maleic anhydride). Yields the product C(\C=C/C(=O)[O-])(=O)[O-].C[N+]1(CCCCC1)C.C[N+]1(CCCCC1)C (N,N-dimethylpiperidinium maleate). Run in O (water). As a reaction SMILES: CO[C:3](=[O:5])[O-:4].[CH3:6][N+:7]1([CH3:13])[CH2:12][CH2:11][CH2:10][CH2:9][CH2:8]1.C1(=O)[O:19][C:17](=[O:18])[CH:16]=[CH:15]1>O>[C:3]([O-:4])(=[O:5])/[CH:15]=[CH:16]\[C:17]([O-:19])=[O:18].[CH3:6][N+:7]1([CH3:13])[CH2:12][CH2:11][CH2:10][CH2:9][CH2:8]1.[CH3:6][N+:7]1([CH3:13])[CH2:12][CH2:11][CH2:10][CH2:9][CH2:8]1 |f:0.1,4.5.6|. The reactants are N([C@@H]([C@H](OC(C1=CC=CC=C1)(C1=CC=CC=C1)C1=CC=CC=C1)C)C(=O)O)C(=O)OCC1C2=CC=CC=C2C2=CC=CC=C12 (Fmoc-L-Thr(Trt)-OH), [Si](C)(C)(C)C=[N+]=[N-] (TMS-diazomethane). The solvent is CO (methanol), C1=CC=CC=C1 (benzene). Reaction conditions: time 1 hour. Product: N([C@@H]([C@H](OC(C1=CC=CC=C1)(C1=CC=CC=C1)C1=CC=CC=C1)C)C(=O)OC)C(=O)OCC1C2=CC=CC=C2C2=CC=CC=C12 (Fmoc-L-Thr(Trt)-OMe). RXN SMILES: [NH:1]([C:28]([O:30][CH2:31][CH:32]1[C:44]2[C:39](=[CH:40][CH:41]=[CH:42][CH:43]=2)[C:38]2[C:33]1=[CH:34][CH:35]=[CH:36][CH:37]=2)=[O:29])[C@H:2]([C:25]([OH:27])=[O:26])[C@@H:3]([CH3:24])[O:4][C:5]([C:18]1[CH:23]=[CH:22][CH:21]=[CH:20][CH:19]=1)([C:12]1[CH:17]=[CH:16][CH:15]=[CH:14][CH:13]=1)[C:6]1[CH:11]=[CH:10][CH:9]=[CH:8][CH:7]=1.[Si](C=[N+]=[N-])(C)(C)[CH3:46]>CO.C1C=CC=CC=1>[NH:1]([C:28]([O:30][CH2:31][CH:32]1[C:44]2[C:39](=[CH:40][CH:41]=[CH:42][CH:43]=2)[C:38]2[C:33]1=[CH:34][CH:35]=[CH:36][CH:37]=2)=[O:29])[C@H:2]([C:25]([O:27][CH3:46])=[O:26])[C@@H:3]([CH3:24])[O:4][C:5]([C:18]1[CH:23]=[CH:22][CH:21]=[CH:20][CH:19]=1)([C:12]1[CH:13]=[CH:14][CH:15]=[CH:16][CH:17]=1)[C:6]1[CH:7]=[CH:8][CH:9]=[CH:10][CH:11]=1. Reported procedure: To a stirred solution of Fmoc-L-Thr(Trt)-OH (2.33 g, 4.00 mmol) in methanol (4.0 mL) and benzene (16 mL) was added TMS-diazomethane (2.40 mL, 4.80 mmol). After 1 hour, the mixture was concentrated in vacuo to afford Fmoc-L-Thr(Trt)-OMe which was used without purification. Starting materials: OC=1C(=C2CCC(OC2=C(C1C)C)(C(=O)O)C)C ((±)- 6-hydroxy-2,5,7,8-tetramethylchroman-2-carboxylic acid), ClCCCl (1,2-dichloroethane), OS(=O)(=O)O (H2SO4). Run in C(C)O (ethanol). Product: OC=1C(=C2CCC(OC2=C(C1C)C)(C(=O)OCC)C)C ((±)-ethyl 6-hydroxy-2,5,7,8-tetramethylchroman-2-carboxylate). As a reaction SMILES: [OH:1][C:2]1[C:3]([CH3:18])=[C:4]2[C:9](=[C:10]([CH3:13])[C:11]=1[CH3:12])[O:8][C:7]([CH3:17])([C:14]([OH:16])=[O:15])[CH2:6][CH2:5]2.Cl[CH2:20][CH2:21]Cl.OS(O)(=O)=O>C(O)C>[OH:1][C:2]1[C:3]([CH3:18])=[C:4]2[C:9](=[C:10]([CH3:13])[C:11]=1[CH3:12])[O:8][C:7]([CH3:17])([C:14]([O:16][CH2:20][CH3:21])=[O:15])[CH2:6][CH2:5]2. Reported procedure: A mixture of 25.0 g. of (±)- 6-hydroxy-2,5,7,8-tetramethylchroman-2-carboxylic acid, 100 ml. of 1,2-dichloroethane, 17.5 ml. of ethanol and 1.0 ml. of concentrated H2SO4 was heated at reflux under N2 for 20 hours. The dark mixture was washed with H2O, saturated sodium bicarbonate solution and brine, dried over sodium sulfate and stripped of solvent to give a light yellow solid. Crystallization from ether gave (±)-ethyl 6-hydroxy-2,5,7,8-tetramethylchroman-2-carboxylate, m.p. 124°-126°. Starting materials: CS(C)=O, CN1CCCC(CC(C#N)c2ccc(Cl)cc2Cl)C1, ClCn1cncn1, [Na+], [OH-]. Yields the product CN1CCCC(CC(C#N)(Cn2cncn2)c2ccc(Cl)cc2Cl)C1. Reaction SMILES: [CH3:29][S:30]([CH3:31])=[O:32].[Cl:1][c:2]1[c:3]([CH:9]([C:10]#[N:11])[CH2:12][CH:13]2[CH2:14][N:15]([CH3:19])[CH2:16][CH2:17][CH2:18]2)[cH:4][cH:5][c:6]([Cl:8])[cH:7]1.[Cl:20][CH2:21][n:22]1[n:23][cH:24][n:25][cH:26]1.[Na+:28].[OH-:27]>>[Cl:1][c:2]1[c:3]([C:9]([C:10]#[N:11])([CH2:12][CH:13]2[CH2:14][N:15]([CH3:19])[CH2:16][CH2:17][CH2:18]2)[CH2:21][n:22]2[n:23][cH:24][n:25][cH:26]2)[cH:4][cH:5][c:6]([Cl:8])[cH:7]1. RXN SMILES: [Cl:1][CH2:2][C:3](=[O:32])[C@:4]1([OH:31])[C@:21]2([CH3:22])[C@H:7]([C@H:8]3[C@:18]([F:24])([C@@H:19]([OH:23])[CH2:20]2)[C@:16]2([CH3:17])[C:11](=[CH:12][C:13](=[O:25])[CH:14]=[CH:15]2)[CH2:10][CH2:9]3)[CH2:6][C@H:5]1[O:26][CH2:27][C:28]([CH3:30])=[CH2:29].ClC1C=CC=C(C(OO)=[O:41])C=1>ClCCl>[Cl:1][CH2:2][C:3](=[O:32])[C@:4]1([OH:31])[C@:21]2([CH3:22])[C@H:7]([C@H:8]3[C@:18]([F:24])([C@@H:19]([OH:23])[CH2:20]2)[C@:16]2([CH3:17])[C:11](=[CH:12][C:13](=[O:25])[CH:14]=[CH:15]2)[CH2:10][CH2:9]3)[CH2:6][C@H:5]1[O:26][CH2:27][C:28]1([CH3:30])[CH2:29][O:41]1. Product: ClCC([C@]1([C@@H](C[C@H]2[C@@H]3CCC4=CC(C=C[C@]4(C)[C@]3([C@H](C[C@]12C)O)F)=O)OCC1(OC1)C)O)=O (21-chloro-9-fluoro-11β,17-dihydroxy-16α-[(2-methyloxiranyl)methoxy]pregna-1,4-diene-3,20-dione). The reactants are ClCC([C@]1([C@@H](C[C@H]2[C@@H]3CCC4=CC(C=C[C@]4(C)[C@]3([C@H](C[C@]12C)O)F)=O)OCC(=C)C)O)=O (21-chloro-9-fluoro-11β,17-dihydroxy-16α-[ (2-methyl-2-propenyl)oxy]pregna-1,4-diene-3,20-dione), ClC1=CC(=CC=C1)C(=O)OO (m-chloroperbenzoic acid). Procedure: A solution of 3.0 g of 21-chloro-9-fluoro-11β,17-dihydroxy-16α-[ (2-methyl-2-propenyl)oxy]pregna-1,4-diene-3,20-dione in 100 ml of dichloromethane is stirred with 1.4 g of m-chloroperbenzoic acid for 210 minutes. The solution is washed with a mixture of 10% potassium carbonate solution and 10% sodium sulfite solution, dried, and evaporated in vacuo to give an oil which solidifies on standing. Recrystallization from acetone-hexane gives 1.94 g as a first crop, and 820 mg as a second crop. Recryst... The solvent is ClCCl (dichloromethane). The yield is 14.8%. Reported procedure: A sealable vial was charged with (4S,6S)-4-(5-bromo-2-fluoropyridin-3-yl)-4-methyl-6-(trifluoromethyl)-5,6-dihydro-4H-1,3-oxazin-2-amine (5l, 0.093 g, 0.261 mmol), 5-chloropicolinamide (intermediate 18, 0.082 g, 0.522 mmol), copper(I) iodide (10 mg, 0.052 mmol) and potassium carbonate (0.108 mg, 0.783 mmol). The vial was purged with Nitrogen, followed by the addition of 1,4-dioxane (2.0 mL) and (1R,2R)-N,N′-dimethyl-cyclohexane-1,2-diamine (0.033 mL, 0.209 mmol). The vial was sealed and heated t... The reagents and catalysts are [Cu]I (copper(I) iodide). Conditions: temperature 125 celsius. Solvent: O1CCOCC1 (1,4-dioxane). The yield is 53.3%. Reactants: CN[C@H]1[C@@H](CCCC1)NC ((1R,2R)-N,N′-dimethyl-cyclohexane-1,2-diamine), BrC=1C=C(C(=NC1)F)[C@]1(N=C(O[C@@H](C1)C(F)(F)F)N)C ((4S,6S)-4-(5-bromo-2-fluoropyridin-3-yl)-4-methyl-6-(trifluoromethyl)-5,6-dihydro-4H-1,3-oxazin-2-amine), ClC=1C=CC(=NC1)C(=O)N (5-chloropicolinamide), ClC=1C=CC(=NC1)C(=O)N (5-chloropicolinamide), C([O-])([O-])=O.[K+].[K+] (potassium carbonate). The product is NC=1O[C@@H](C[C@@](N1)(C)C=1C=C(C=NC1F)NC(C1=NC=C(C=C1)Cl)=O)C(F)(F)F (N-(5-((4S,6S)-2-amino-4-methyl-6-(trifluoromethyl)-5,6-dihydro-4H-1,3-oxazin-4-yl)-6-fluoropyridin-3-yl)-5-chloropicolinamide). Reaction SMILES: Br[C:2]1[CH:3]=[C:4]([C@:9]2([CH3:20])[CH2:14][C@@H:13]([C:15]([F:18])([F:17])[F:16])[O:12][C:11]([NH2:19])=[N:10]2)[C:5]([F:8])=[N:6][CH:7]=1.[Cl:21][C:22]1[CH:23]=[CH:24][C:25]([C:28]([NH2:30])=[O:29])=[N:26][CH:27]=1.C(=O)([O-])[O-].[K+].[K+].CN[C@@H]1CCCC[C@H]1NC>[Cu]I.O1CCOCC1>[NH2:19][C:11]1[O:12][C@H:13]([C:15]([F:18])([F:17])[F:16])[CH2:14][C@:9]([C:4]2[CH:3]=[C:2]([NH:30][C:28](=[O:29])[C:25]3[CH:24]=[CH:23][C:22]([Cl:21])=[CH:27][N:26]=3)[CH:7]=[N:6][C:5]=2[F:8])([CH3:20])[N:10]=1 |f:2.3.4|.